This data is from the Open Reaction Database (ORD), a public repository of structured organic reaction records. The task is: describe an organic reaction: reactants, conditions, products, and yield The reactants are FC(C(=O)O)(F)F (Trifluoroacetic acid), C(C)(C)(C)OC(NC(C(N1CCN(CC1)C1=NC=NC2=CC=C(C=C12)C1=CC=CC=C1)=O)CC1=CC=C(C=C1)Cl)=O ({1-(4-chlorobenzyl)-2-oxo-2-[4-(6-phenyl-quinazolin-4-yl)-piperazin-1-yl]-ethyl}-carbamic acid tert-butyl ester). Run in C(Cl)Cl (DCM). Conditions: time 4 hour. Yields the product NC(C(=O)N1CCN(CC1)C1=NC=NC2=CC=C(C=C12)C1=CC=CC=C1)CC1=CC=C(C=C1)Cl (2-amino-3-(4-chlorophenyl)-1-[4-(6-phenyl-quinazolin-4-yl)-piperazin-1-yl]-propan-1-one), oil. Reaction SMILES: FC(F)(F)C(O)=O.C(OC(=O)[NH:14][CH:15]([CH2:40][C:41]1[CH:46]=[CH:45][C:44]([Cl:47])=[CH:43][CH:42]=1)[C:16](=[O:39])[N:17]1[CH2:22][CH2:21][N:20]([C:23]2[C:32]3[C:27](=[CH:28][CH:29]=[C:30]([C:33]4[CH:38]=[CH:37][CH:36]=[CH:35][CH:34]=4)[CH:31]=3)[N:26]=[CH:25][N:24]=2)[CH2:19][CH2:18]1)(C)(C)C>C(Cl)Cl>[NH2:14][CH:15]([CH2:40][C:41]1[CH:42]=[CH:43][C:44]([Cl:47])=[CH:45][CH:46]=1)[C:16]([N:17]1[CH2:22][CH2:21][N:20]([C:23]2[C:32]3[C:27](=[CH:28][CH:29]=[C:30]([C:33]4[CH:38]=[CH:37][CH:36]=[CH:35][CH:34]=4)[CH:31]=3)[N:26]=[CH:25][N:24]=2)[CH2:19][CH2:18]1)=[O:39]. Reported procedure: Trifluoroacetic acid (4 mL) was added to a stirred solution of {1-(4-chlorobenzyl)-2-oxo-2-[4-(6-phenyl-quinazolin-4-yl)-piperazin-1-yl]-ethyl}-carbamic acid tert-butyl ester (30 mg) in DCM (10 mL) at room temperature. The solution was stirred at room temperature for 4 hours, quenched with aqueous NaOH (1N, 10 mL), diluted with EtOAc (100 mL) and washed with aqueous NaOH (2×50 mL.) The organic phase was dried over Na2SO4 and concentrated in vacuo to give 2-amino-3-(4-chlorophenyl)-1-[4-(6-phenyl... Reported procedure: A solution of 4-acetylaminothiazole (2.85 g, 20 mM) in a mixture of acetic anhydride (30 ml) and pyridine (10 ml) was heated at 100° C. for 16 hours. The reaction mixture was cooled and poured onto an ice cold mixture of 20% aqueous sodium acetate (200 ml) and chloroform (200 ml.). The layers were separated the organic layer was washed with water, dried (MgSO4) and the solvents removed under vacuum to give an oil. Trituration with hexane followed by recrystallisation from di-isopropyl ether gave... The solvent is C(C)(=O)OC(C)=O (acetic anhydride), N1=CC=CC=C1 (pyridine). Reactants: C(C)(=O)NC=1N=CSC1 (4-acetylaminothiazole), ice, C(C)(=O)[O-].[Na+] (sodium acetate), C(Cl)(Cl)Cl (chloroform). The product is C(C)(=O)N(C=1N=CSC1)C(C)=O (4-Diacetylaminothiazole). Conditions: temperature 100 celsius. As a reaction SMILES: [C:1]([NH:4][C:5]1[N:6]=[CH:7][S:8][CH:9]=1)(=[O:3])[CH3:2].[C:10]([O-])(=[O:12])[CH3:11].[Na+].C(Cl)(Cl)Cl>C(OC(=O)C)(=O)C.N1C=CC=CC=1>[C:1]([N:4]([C:10](=[O:12])[CH3:11])[C:5]1[N:6]=[CH:7][S:8][CH:9]=1)(=[O:3])[CH3:2] |f:1.2|. The reactants are [Li]CCCC (n-BuLi), CN(CCNC)C (N,N,N'-trimethylethylenediamine), [Li]CCCC (n-BuLi), N1=CC(=CC=C1)C=O (3-pyridinecarboxaldehyde), IC (iodomethane), [Na+].[Cl-] (NaCl). Run in C1CCOC1 (THF), C1CCOC1 (THF). Run at time 15 minute. The product is CC1=C(C=NC=C1)C=O (4-Methyl-3-pyridinecarboxaldehyde). RXN SMILES: [Li]CCCC.C[N:7]([CH3:12])[CH2:8][CH2:9]NC.N1C=[CH:17][CH:16]=[C:15]([CH:19]=[O:20])C=1.IC.[Na+].[Cl-]>C1COCC1>[CH3:17][C:16]1[CH:9]=[CH:8][N:7]=[CH:12][C:15]=1[CH:19]=[O:20] |f:4.5|. Procedure details: n-BuLi (1.6M in hexanes) (2.2 mmol, 1.37 ml) was added dropwise to a stirred solution of N,N,N'-trimethylethylenediamine (2.4 mmol, 0.245 g) in THF at -78° C. A solution of 3-pyridinecarboxaldehyde (2 mmol, 0.214 g) in THF was added and the mixture stirred for 15 min before adding a further portion of n-BuLi (1.6M in hexanes) (4 mmol, 2.5 ml). After stirring for 2 h at -70° C., iodomethane was added, the mixture stirred at RT for 30 min, then poured into aqueous NaCl solution, extracted twice wi... Reactants: CC(=O)Nc1nc(C)c(S(=O)(=O)Cl)s1, CNS(=O)(=O)c1cnc(NC(=O)N(C2CCCCC2)C2CCC(C)CC2)s1, O=S(=O)(Cl)Cl. Yields the product CNS(=O)(=O)c1sc(NC(=O)N(C2CCCCC2)C2CCC(C)CC2)nc1C. Reaction SMILES: [C:28]([NH:29][c:30]1[s:31][c:32]([S:33]([Cl:34])(=[O:35])=[O:36])[c:37]([CH3:38])[n:39]1)(=[O:40])[CH3:41].[CH3:1][NH:2][S:3](=[O:4])(=[O:5])[c:6]1[cH:7][n:8][c:9]([NH:11][C:12](=[O:13])[N:14]([CH:15]2[CH2:16][CH2:17][CH:18]([CH3:21])[CH2:19][CH2:20]2)[CH:22]2[CH2:23][CH2:24][CH2:25][CH2:26][CH2:27]2)[s:10]1.[S:42]([Cl:43])([Cl:44])(=[O:45])=[O:46]>>[CH3:1][NH:2][S:3](=[O:4])(=[O:5])[c:6]1[c:7]([CH3:28])[n:8][c:9]([NH:11][C:12](=[O:13])[N:14]([CH:15]2[CH2:16][CH2:17][CH:18]([CH3:21])[CH2:19][CH2:20]2)[CH:22]2[CH2:23][CH2:24][CH2:25][CH2:26][CH2:27]2)[s:10]1. Starting materials: O (water), COC([C@@H](NC(C1=C(C=C(C=C1)Br)C1=CC=CC=C1)=O)CCSC)=O (4-bromo-2-phenylbenzoyl methionine methyl ester), CCN(CC)CCOC=1C=CC(=CC1)CC=2C=CC=CC2.Cl (DPPE), [C]=O (carbon monoxide). The reagents and catalysts are CC(=O)[O-].CC(=O)[O-].[Pd+2] (Pd(OAc)2). Solvent: CN(C)C=O (DMF). Product: COC([C@@H](NC(C1=C(C=C(C=C1)C(=O)O)C1=CC=CC=C1)=O)CCSC)=O (4-Carboxy-2-phenylbenzoyl methionine methyl ester). As a reaction SMILES: [CH3:1][O:2][C:3](=[O:25])[C@H:4]([CH2:21][CH2:22][S:23][CH3:24])[NH:5][C:6](=[O:20])[C:7]1[CH:12]=[CH:11][C:10](Br)=[CH:9][C:8]=1[C:14]1[CH:19]=[CH:18][CH:17]=[CH:16][CH:15]=1.CCN(CC[O:33][C:34]1C=CC(CC2C=CC=CC=2)=CC=1)CC.Cl.[C]=[O:49].O>CN(C=O)C.CC([O-])=O.CC([O-])=O.[Pd+2]>[CH3:1][O:2][C:3](=[O:25])[C@H:4]([CH2:21][CH2:22][S:23][CH3:24])[NH:5][C:6](=[O:20])[C:7]1[CH:12]=[CH:11][C:10]([C:34]([OH:33])=[O:49])=[CH:9][C:8]=1[C:14]1[CH:19]=[CH:18][CH:17]=[CH:16][CH:15]=1 |f:1.2,6.7.8,^3:47|. Procedure details: A solution of 4-bromo-2-phenylbenzoyl methionine methyl ester (1.0 equivalent), Pd(OAc)2 (0.05 equivalent) and DPPE (1.0 equivalent) is heated in DMF to 65° C. under 4 atm. of carbon monoxide until TLC analysis indicates that the reaction is complete. The reaction mixture is poured into water and extracted with ethyl acetate which is dried and evaporated. The product is purified by chromatography on silica gel. Starting materials: [OH-].[Na+] (sodium hydroxide), C(C)C1(NC(CCC1C)(C)CC)C (2,6-diethyl-2,3,6-trimethylpiperidine), C(C=C)Br (allyl bromide). The solvent is C(CC)C1(NC(CC(=N1)CCC)(C)CCC)C (2,4,6-tripropyl-2,6-dimethyl-1,2,5,6-tetrahydropyrimidine). Reaction conditions: temperature 75 celsius. Product: C(C=C)N1C(C(CCC1(C)CC)C)(C)CC (1-allyl-2,6-diethyl-2,3,6-trimethylpiperidine). RXN SMILES: [CH2:1]([C:3]1([CH3:13])[CH:8]([CH3:9])[CH2:7][CH2:6][C:5]([CH2:11][CH3:12])([CH3:10])[NH:4]1)[CH3:2].[CH2:14](Br)[CH:15]=[CH2:16].[OH-].[Na+]>C(C1(C)N=C(CCC)CC(CCC)(C)N1)CC>[CH2:16]([N:4]1[C:5]([CH2:11][CH3:12])([CH3:10])[CH2:6][CH2:7][CH:8]([CH3:9])[C:3]1([CH2:1][CH3:2])[CH3:13])[CH:15]=[CH2:14] |f:2.3|. Procedure: 36.7 g of 2,6-diethyl-2,3,6-trimethylpiperidine and 30 g of allyl bromide are stirred for 7 days with heating at about 75° C. The reaction mixture is made alkaline by addition of 200 ml of 2 n sodium hydroxide and is extracted with ether. The ethereal solution is dried over K2CO3 and evaporated. The residue is purified by fractional distillation yielding 1-allyl-2,6-diethyl-2,3,6-trimethylpiperidine (Compound No. 4) which distills at 132°-135° C./16 mm Hg.